This data is from the Open Reaction Database (ORD), a public repository of structured organic reaction records. The task is: describe an organic reaction: reactants, conditions, products, and yield The reactants are Cl.ClC1=CC=C(CN2CCN(CC2)CCCNC(=O)NC2=CC=C(C=C2)C(=O)OCC)C=C1 (1-{3-[4-(4-chlorobenzyl)piperazin-1-yl]-propyl}-3-(4-ethoxycarbonylphenyl)urea hydrochloride), [OH-].[Na+] (sodium hydroxide). Solvent: CO (methanol). Product: Cl.ClC1=CC=C(CN2CCN(CC2)CCCNC(=O)NC2=CC=C(C=C2)C(=O)O)C=C1 (1-{3-[4-(4-Chlorobenzyl)piperazin-1-yl]propyl}-3-(4-carboxyphenyl)urea hydrochloride). Isolated yield 146.7%. Reaction SMILES: Cl.[Cl:2][C:3]1[CH:33]=[CH:32][C:6]([CH2:7][N:8]2[CH2:13][CH2:12][N:11]([CH2:14][CH2:15][CH2:16][NH:17][C:18]([NH:20][C:21]3[CH:26]=[CH:25][C:24]([C:27]([O:29]CC)=[O:28])=[CH:23][CH:22]=3)=[O:19])[CH2:10][CH2:9]2)=[CH:5][CH:4]=1.[OH-].[Na+]>CO>[ClH:2].[Cl:2][C:3]1[CH:4]=[CH:5][C:6]([CH2:7][N:8]2[CH2:9][CH2:10][N:11]([CH2:14][CH2:15][CH2:16][NH:17][C:18]([NH:20][C:21]3[CH:26]=[CH:25][C:24]([C:27]([OH:29])=[O:28])=[CH:23][CH:22]=3)=[O:19])[CH2:12][CH2:13]2)=[CH:32][CH:33]=1 |f:0.1,2.3,5.6|. Reported procedure: A solution of 1-{3-[4-(4-chlorobenzyl)piperazin-1-yl]-propyl}-3-(4-ethoxycarbonylphenyl)urea hydrochloride (2.59 g; 5.6 mmole) in methanol (75 ml) was refluxed for 8 hours with aqueous sodium hydroxide (1N; 10 ml). The reaction mixture was concentrated in vacuo, and the residue was dissolved in water. After filtration, the solution was acidified with hydrochloric acid, and the precipitated solid was collected and washed with methanol to provide the title compound (1.92 g; 80% yield) as colorless... Starting materials: Cl.IC1=C(C(=O)O)C=CN=C1 (3-iodo-isonicotinic acid hydrochloride), ClC1=NC(=C(C=C1CO)F)Cl ((2,6-dichloro-5-fluoro-pyridin-3-yl)-methanol). Product: IC=1C=NC=CC1CO ((3-iodo-pyridin-4-yl)-methanol). The yield is 33.0%. Reaction SMILES: Cl.[I:2][C:3]1[CH:11]=[N:10][CH:9]=[CH:8][C:4]=1[C:5](O)=[O:6].ClC1C(CO)=CC(F)=C(Cl)N=1>>[I:2][C:3]1[CH:11]=[N:10][CH:9]=[CH:8][C:4]=1[CH2:5][OH:6] |f:0.1|. Reported procedure: Compound 24A (142 mg, 33%) was prepared from 3-iodo-isonicotinic acid hydrochloride (522 mg, 1.83 mmol) ) using a procedure similar to the synthesis of 1A. HPLC Rt=0.34 min. Reactants: C1(=CC=CC=C1)C (toluene), C[O-].[Na+] (sodium methoxide), FC1=CC=C(C=C1)C1C(CNC(C1)=O)C(=O)OCC (ethyl 4-(p-fluorophenyl)-6-oxo-3-piperidinecarboxylate), ice water. The solvent is CO (methanol). Reaction conditions: temperature 110 celsius. Yields the product FC1=CC=C(C=C1)[C@H]1[C@@H](CNC(C1)=O)C(=O)OCC (ethyl trans-4-(p-fluorophenyl)-6-oxo-3-piperidinecarboxylate). RXN SMILES: [F:1][C:2]1[CH:7]=[CH:6][C:5]([CH:8]2[CH2:13][C:12](=[O:14])[NH:11][CH2:10][CH:9]2[C:15]([O:17][CH2:18][CH3:19])=[O:16])=[CH:4][CH:3]=1.C1(C)C=CC=CC=1.C[O-].[Na+]>CO>[F:1][C:2]1[CH:3]=[CH:4][C:5]([C@@H:8]2[CH2:13][C:12](=[O:14])[NH:11][CH2:10][C@H:9]2[C:15]([O:17][CH2:18][CH3:19])=[O:16])=[CH:6][CH:7]=1 |f:2.3|. Procedure: 3.8 g of the cis/trans mixture of ethyl 4-(p-fluorophenyl)-6-oxo-3-piperidinecarboxylate obtained in Examples 4 to 6 was added to 100 mL of toluene, and 2.7 mL of a 28% methanol solution of sodium methoxide was added. The reaction mixture was heated at 110° C. for 2.5 hours, then poured into ice water and extracted with ethyl acetate. The extract was washed with water, dried and concentrated to obtain 3.28 g of ethyl trans-4-(p-fluorophenyl)-6-oxo-3-piperidinecarboxylate. The reactants are COc1ccc(CN(C(=O)OC(C)(C)C)c2ccc(C(O)c3c[nH]c4ncncc34)cn2)cn1, O=C([O-])[O-], ClCCl, [K+], [K+]. RXN SMILES: [C:1]([CH3:2])([CH3:3])([CH3:4])[O:5][C:6]([N:7]([CH2:8][c:9]1[cH:10][n:11][c:12]([O:15][CH3:16])[cH:13][cH:14]1)[c:17]1[n:18][cH:19][c:20]([CH:23]([c:24]2[cH:25][nH:26][c:27]3[n:28][cH:29][n:30][cH:31][c:32]23)[OH:33])[cH:21][cH:22]1)=[O:34].[C:35](=[O:36])([O-:37])[O-:38].[Cl:41][CH2:42][Cl:43].[K+:39].[K+:40]>>[C:1]([CH3:2])([CH3:3])([CH3:4])[O:5][C:6]([N:7]([CH2:8][c:9]1[cH:10][n:11][c:12]([O:15][CH3:16])[cH:13][cH:14]1)[c:17]1[n:18][cH:19][c:20]([C:23]([c:24]2[cH:25][nH:26][c:27]3[n:28][cH:29][n:30][cH:31][c:32]23)=[O:33])[cH:21][cH:22]1)=[O:34]. Product: COc1ccc(CN(C(=O)OC(C)(C)C)c2ccc(C(=O)c3c[nH]c4ncncc34)cn2)cn1. The reactants are C(C)(C)(C)OC(=O)N(C1=CC=C(C=C1)C(C)(C)C)CC1=CC=C(C(=O)O)C=C1 (4-{[tert-Butoxycarbonyl-(4-tert-butylphenyl)amino]methyl}benzoic acid), Cl.NCC#N (Aminoacetonitrile hydrochloride), C(C)(C)N(CC)C(C)C (diisopropylethylamine), OC1=CC=CC=2NN=NC21 (Hydroxybenzotriazole), CCN=C=NCCCN(C)C (EDAC). The solvent is CN(C)C=O (DMF), C(C)(=O)OCC (ethyl acetate). Conditions: time 30 minute. Product: C(C)(C)(C)OC(N(CC1=CC=C(C=C1)C(N(C)C#N)=O)C1=CC=C(C=C1)C(C)(C)C)=O (N-(4-tert-butylphenyl)-N-[4-(cyano-methylcarbamoyl)benzyl]carbamic acid tert-butyl ester). The yield is 500.8%. As a reaction SMILES: [C:1]([O:5][C:6]([N:8]([CH2:19][C:20]1[CH:28]=[CH:27][C:23]([C:24](O)=[O:25])=[CH:22][CH:21]=1)[C:9]1[CH:14]=[CH:13][C:12]([C:15]([CH3:18])([CH3:17])[CH3:16])=[CH:11][CH:10]=1)=[O:7])([CH3:4])([CH3:3])[CH3:2].OC1C2N=NNC=2C=CC=1.C[CH2:40][N:41]=[C:42]=[N:43]CCCN(C)C.Cl.NCC#N.C(N(C(C)C)CC)(C)C>CN(C=O)C.C(OCC)(=O)C>[C:1]([O:5][C:6](=[O:7])[N:8]([C:9]1[CH:14]=[CH:13][C:12]([C:15]([CH3:18])([CH3:17])[CH3:16])=[CH:11][CH:10]=1)[CH2:19][C:20]1[CH:28]=[CH:27][C:23]([C:24](=[O:25])[N:41]([C:42]#[N:43])[CH3:40])=[CH:22][CH:21]=1)([CH3:4])([CH3:3])[CH3:2] |f:3.4|. Procedure details: 4-{[tert-Butoxycarbonyl-(4-tert-butylphenyl)amino]methyl}benzoic acid (4.1 g, 10.7mmol) was dissolved in DMF (40 ml). Hydroxybenzotriazole (1.59 g, 11.8 mmol) and EDAC (2.25 g, 1.8 mmol) were added and the reaction mixture was stirred at room temperature for 30 min. Aminoacetonitrile hydrochloride (1.38 g, 15 mmol) and diisopropylethylamine (2.55 ml, 15 mmol) were added and the reaction mixture was stirred at room temperature for 16 hours. The reaction mixture was diluted with ethyl acetate (150...